Dataset: the Open Reaction Database (ORD), a public repository of structured organic reaction records. Task: describe an organic reaction: reactants, conditions, products, and yield The reactants are ClCCOC1=CC=C(C=C1)C=1C=NC=C(C#N)C1NC=1C(=C2C=CNC2=C(C1)Cl)C (5-[4-(2-chloroethoxy)phenyl]-4-[(7-chloro-4-methyl-1H-indol-5-yl)amino]nicotinonitrile), CNC (dimethyl amine), solution. Run in C1CCOC1 (THF), COCCOC (DME). Yields the product ClC=1C=C(C(=C2C=CNC12)C)NC1=C(C=NC=C1C#N)C1=CC=C(C=C1)OCCN(C)C (4-[(7-chloro-4-methyl-1H-indol-5-yl)amino]-5-{4-[2-(dimethylamino)ethoxy]phenyl}nicotinonitrile). The yield is 74.0%. RXN SMILES: Cl[CH2:2][CH2:3][O:4][C:5]1[CH:10]=[CH:9][C:8]([C:11]2[CH:12]=[N:13][CH:14]=[C:15]([C:18]=2[NH:19][C:20]2[C:21]([CH3:30])=[C:22]3[C:26](=[C:27]([Cl:29])[CH:28]=2)[NH:25][CH:24]=[CH:23]3)[C:16]#[N:17])=[CH:7][CH:6]=1.[CH3:31][NH:32][CH3:33]>C1COCC1.COCCOC>[Cl:29][C:27]1[CH:28]=[C:20]([NH:19][C:18]2[C:15]([C:16]#[N:17])=[CH:14][N:13]=[CH:12][C:11]=2[C:8]2[CH:9]=[CH:10][C:5]([O:4][CH2:3][CH2:2][N:32]([CH3:33])[CH3:31])=[CH:6][CH:7]=2)[C:21]([CH3:30])=[C:22]2[C:26]=1[NH:25][CH:24]=[CH:23]2. Procedure: A solution of 5-[4-(2-chloroethoxy)phenyl]-4-[(7-chloro-4-methyl-1H-indol-5-yl)amino]nicotinonitrile (144 mg, 0.3 mmol) and dimethyl amine (1.7 mL of a 2.0 M solution in THF, 3.4 mmol) in DME (3 mL) in a sealed tube was stirred at 110° C. for 48 h and cooled to room temperature. After the resulting solution was concentrated, 1 N aqueous HCl was added and the aqueous phase was extracted with ethyl acetate and the aqueous solution was adjusted to pH of 10 by adding sodium carbonate and extracted w... Reactants: C(CC(=O)OCC)(=O)OCC (Diethyl malonate), [Na] (sodium), BrCCOCC1=CC=CC=C1 (Benzyl bromoethyl ether). Run in C(C)O (ethanol). Product: C(C1=CC=CC=C1)OCCC(C(=O)OCC)C(=O)OCC (Diethyl [2-(benzyloxy)ethyl]malonate). RXN SMILES: [Na].[C:2]([O:10][CH2:11][CH3:12])(=[O:9])[CH2:3][C:4]([O:6][CH2:7][CH3:8])=[O:5].Br[CH2:14][CH2:15][O:16][CH2:17][C:18]1[CH:23]=[CH:22][CH:21]=[CH:20][CH:19]=1>C(O)C>[CH2:17]([O:16][CH2:15][CH2:14][CH:3]([C:4]([O:6][CH2:7][CH3:8])=[O:5])[C:2]([O:10][CH2:11][CH3:12])=[O:9])[C:18]1[CH:23]=[CH:22][CH:21]=[CH:20][CH:19]=1 |^1:0|. Reported procedure: The compound was prepared by a modification of the method of Ramalingam et al Tetrahedron, 51, 2875-2894 (1995)]. Thus, sodium (1.20 g) was dissolved in absolute ethanol (25 mL) under argon. Diethyl malonate (14.00 g) was added and the mixture was refluxed for 30 min. Benzyl bromoethyl ether (10 g) was added and the mixture was stirred at reflux for 16 hours. The ethanol was removed by rotary evaporation and the residue was partitioned between ether (100 mL) and water (50 mL). The ethereal layer... Reactants: IC1=C(C=C(C=C1)[N+](=O)[O-])C (1-iodo-2-methyl-4-nitro-benzene), FC(C(F)(F)F)(F)I (pentafluoroethyl iodide). The reagents and catalysts are [Cu] (copper). Run in CN(C=O)C (dimethylformamide). Reaction conditions: temperature -60 celsius, time 16 hour. Yields the product FC(C(F)(F)F)(C1=C(C=C(C=C1)[N+](=O)[O-])C)F (1-pentafluoroethyl-2-methyl-4-nitro-benzene). The yield is 65.5%. Reaction SMILES: I[C:2]1[CH:7]=[CH:6][C:5]([N+:8]([O-:10])=[O:9])=[CH:4][C:3]=1[CH3:11].[F:12][C:13](I)([F:18])[C:14]([F:17])([F:16])[F:15]>CN(C)C=O.[Cu]>[F:12][C:13]([F:18])([C:2]1[CH:7]=[CH:6][C:5]([N+:8]([O-:10])=[O:9])=[CH:4][C:3]=1[CH3:11])[C:14]([F:17])([F:16])[F:15]. Reported procedure: A mixture of 2.36 g of 1-iodo-2-methyl-4-nitro-benzene and 2.2 g of powdered copper (Org. Synthesis Coll., Vol. II (1948), page 445 washed with water, acetone and dried under reduced pressure) in 10 ml of dimethylformamide under nitrogen in a sealed vessel was cooled to -60° C. and 11.5 g of pentafluoroethyl iodide were added. The mixture was stirred at 160° C. at a pressure of 3.5 bars for 16 hours and then cooled in ice and returned to room temperature. The mixture was poured into ice and was ... The reactants are N1(C=NC=C1)CC=1C=CC2=C(N(N=N2)OCCCC(=O)OCC)C1 (ethyl 4-[[6-(1H-imidazol-1-ylmethyl)-1H-benzotriazol-1-yl]oxy]butanoate), [OH-].[Na+] (sodium hydroxide), Cl (hydrochloric acid). Run in C(C)O (ethanol). Reaction conditions: time 1.5 hour. The product is N1(C=NC=C1)CC=1C=CC2=C(N(N=N2)OCCCC(=O)O)C1 (4-[[6-(1H-imidazol-1-ylmethyl)-1H-benzotriazol-1-yl]oxy]butanoic acid). Yield: 71.0%. RXN SMILES: [N:1]1([CH2:6][C:7]2[CH:8]=[CH:9][C:10]3[N:14]=[N:13][N:12]([O:15][CH2:16][CH2:17][CH2:18][C:19]([O:21]CC)=[O:20])[C:11]=3[CH:24]=2)[CH:5]=[CH:4][N:3]=[CH:2]1.[OH-].[Na+].Cl>C(O)C>[N:1]1([CH2:6][C:7]2[CH:8]=[CH:9][C:10]3[N:14]=[N:13][N:12]([O:15][CH2:16][CH2:17][CH2:18][C:19]([OH:21])=[O:20])[C:11]=3[CH:24]=2)[CH:5]=[CH:4][N:3]=[CH:2]1 |f:1.2|. Procedure details: A mixture of 3.2 parts of ethyl 4-[[6-(1H-imidazol-1-ylmethyl)-1H-benzotriazol-1-yl]oxy]butanoate, 25 parts of a sodium hydroxide solution 1N and 20 parts of ethanol was stirred for 1.5 hours at room temperature. 25 Parts of hydrochloric acid solution 1N were added and the whole was concentrated to a volume of about 20 parts. The precipitated product, which was formed during concentration, was filtered off, washed with water, 2-propanol and 1,1'-oxybisethane and dried, yielding 2.1 parts (71%) o...